Dataset: the Open Reaction Database (ORD), a public repository of structured organic reaction records. Task: describe an organic reaction: reactants, conditions, products, and yield The reactants are N1(CCOCC1)C1=CC=C(C=C1)C(C)=O (1-[4-(4-morpholinyl)phenyl]ethanone), BrCC(=O)C1=CC=C(C=C1)N1CCCCC1 (2-bromo-1-[4-(1-piperidinyl)phenyl]ethanone). Yields the product BrCC(=O)C1=CC=C(C=C1)N1CCOCC1 (2-Bromo-1-[4-(4-morpholinyl)phenyl]ethanone). As a reaction SMILES: [N:1]1([C:7]2[CH:12]=[CH:11][C:10]([C:13](=[O:15])[CH3:14])=[CH:9][CH:8]=2)[CH2:6][CH2:5][O:4][CH2:3][CH2:2]1.[Br:16]CC(C1C=CC(N2CCCCC2)=CC=1)=O>>[Br:16][CH2:14][C:13]([C:10]1[CH:9]=[CH:8][C:7]([N:1]2[CH2:6][CH2:5][O:4][CH2:3][CH2:2]2)=[CH:12][CH:11]=1)=[O:15]. Reported procedure: This compound was prepared from 1-[4-(4-morpholinyl)phenyl]ethanone (Aldrich) by procedures analogous to those used to prepare 2-bromo-1-[4-(1-piperidinyl)phenyl]ethanone (Example 7). Reactants: BrC1=CC=2C(=NC=C(N2)CCC2=CC(=CC(=C2)OC)OC)N1 (6-bromo-2-[2-(3,5-dimethoxyphenyl)ethyl]-5H-pyrrolo[2,3-b]pyrazine), CN(C(=O)C1=NC=C(C=C1)B1OC(C(O1)(C)C)(C)C)C (N,N-dimethyl-5-(4,4,5,5-tetramethyl-1,3,2-dioxaborolan-2-yl)pyridine-2-carboxamide). Product: COC=1C=C(CCC=2N=C3C(=NC2)NC(=C3)C=3C=CC(=NC3)C(=O)N(C)C)C=C(C1)OC (5-(2-(3,5-Dimethoxyphenethyl)-5H-pyrrolo[2,3-b]pyrazin-6-yl)-N,N-dimethylpicolinamide). As a reaction SMILES: Br[C:2]1[NH:22][C:5]2=[N:6][CH:7]=[C:8]([CH2:10][CH2:11][C:12]3[CH:17]=[C:16]([O:18][CH3:19])[CH:15]=[C:14]([O:20][CH3:21])[CH:13]=3)[N:9]=[C:4]2[CH:3]=1.[CH3:23][N:24]([CH3:42])[C:25]([C:27]1[CH:32]=[CH:31][C:30](B2OC(C)(C)C(C)(C)O2)=[CH:29][N:28]=1)=[O:26]>>[CH3:21][O:20][C:14]1[CH:13]=[C:12]([CH:17]=[C:16]([O:18][CH3:19])[CH:15]=1)[CH2:11][CH2:10][C:8]1[N:9]=[C:4]2[CH:3]=[C:2]([C:30]3[CH:31]=[CH:32][C:27]([C:25]([N:24]([CH3:42])[CH3:23])=[O:26])=[N:28][CH:29]=3)[NH:22][C:5]2=[N:6][CH:7]=1. Reported procedure: The compound was prepared by using procedures analogous to those described for the synthesis of Example 53, Step 2 starting from 6-bromo-2-[2-(3,5-dimethoxyphenyl)ethyl]-5H-pyrrolo[2,3-b]pyrazine and N,N-dimethyl-5-(4,4,5,5-tetramethyl-1,3,2-dioxaborolan-2-yl)pyridine-2-carboxamide (from PepTech Corp. Encyclopedia of Amino Acid Analogs and Boronic Acids). LCMS calculated for C24H26N5O3 (M+H)+: m/z=432.2. Found 432.1. Starting materials: C=CCCCCCC (oct-1-ene), C1=CC=CC=C1 (Benzene), C=CCCCCCC (oct-1-ene). The reagents and catalysts are N(S(=O)(=O)C(F)(F)F)S(=O)(=O)C(F)(F)F.N(S(=O)(=O)C(F)(F)F)S(=O)(=O)C(F)(F)F.[Ni+2] (Nickel(II) bis-triflimide). Solvent: [N-](S(=O)(=O)C(F)(F)F)S(=O)(=O)C(F)(F)F.[N-](S(=O)(=O)C(F)(F)F)S(=O)(=O)C(F)(F)F.C(CCC)[N+]1=CN(C=C1)C.C(CCC)[N+]1=CN(C=C1)C (1-butyl-3-methylimidazolium bis-trifluoromethanesulfonimide). Product: C(CCCCCCC)C1=CC=CC=C1 (octylbenzene), C=CCCCCCC (octene). RXN SMILES: [CH:1]1[CH:6]=[CH:5][CH:4]=[CH:3][CH:2]=1.[CH2:7]=[CH:8][CH2:9][CH2:10][CH2:11][CH2:12][CH2:13][CH3:14]>[N-](S(C(F)(F)F)(=O)=O)S(C(F)(F)F)(=O)=O.[N-](S(C(F)(F)F)(=O)=O)S(C(F)(F)F)(=O)=O.C([N+]1C=CN(C)C=1)CCC.C([N+]1C=CN(C)C=1)CCC.N(S(C(F)(F)F)(=O)=O)S(C(F)(F)F)(=O)=O.N(S(C(F)(F)F)(=O)=O)S(C(F)(F)F)(=O)=O.[Ni+2]>[CH2:7]([C:1]1[CH:6]=[CH:5][CH:4]=[CH:3][CH:2]=1)[CH2:8][CH2:9][CH2:10][CH2:11][CH2:12][CH2:13][CH3:14].[CH2:7]=[CH:8][CH2:1][CH2:6][CH2:5][CH2:4][CH2:3][CH3:2] |f:2.3.4.5,6.7.8|. Procedure: Nickel(II) bis-triflimide (0.06 g, 0.1 mmol) was dissolved in [bmim][NTf2] (1.0 g) in a round-bottomed flask equipped with a magnetic stirrer and reflux condenser. Benzene (3.90 g, 50 mmol) and oct-1-ene (1.12 g, 10 mmol) were added. The mixture was heated under reflux for 18 hours and was analysed by gas chromatographic analysis as in previous examples. The oct-1-ene peak disappeared and three isomers of octylbenzene were formed (70%, 20:26:54 2- to 3- to 4-isomer ratio) as well as octene dimer...